This data is from the Open Reaction Database (ORD), a public repository of structured organic reaction records. The task is: describe an organic reaction: reactants, conditions, products, and yield Starting materials: O=C([O-])[O-], CI, CCOC(=O)c1c[nH]c2cc(C=O)sc2c1=O, [K+], [K+], CN(C)C=O, O. Yields the product CCOC(=O)c1cn(C)c2cc(C=O)sc2c1=O. As a reaction SMILES: [C:20](=[O:21])([O-:22])[O-:23].[CH3:1][I:2].[CH:3](=[O:4])[c:5]1[cH:6][c:7]2[nH:8][cH:9][c:10]([C:15](=[O:16])[O:17][CH2:18][CH3:19])[c:11](=[O:14])[c:12]2[s:13]1.[K+:24].[K+:25].[O:26]=[CH:27][N:28]([CH3:29])[CH3:30].[OH2:31]>>[CH:3](=[O:4])[c:5]1[cH:6][c:7]2[n:8]([CH3:20])[cH:9][c:10]([C:15](=[O:16])[O:17][CH2:18][CH3:19])[c:11](=[O:14])[c:12]2[s:13]1. Starting materials: NCCC=1N(C2=CC=C(C=C2C1CCOC1=CC=C(C(=O)OC)C=C1)Cl)C(C1=CC=CC=C1)C1=CC=CC=C1 (methyl 4-{2-[2-(2-aminoethyl)-1-benzhydryl-5-chloro-1H-indol-3-yl]ethoxy}benzoate), C1(CC1)S(=O)(=O)Cl (cyclopropanesulfonyl chloride). Yields the product C(C1=CC=CC=C1)(C1=CC=CC=C1)N1C(=C(C2=CC(=CC=C12)Cl)CCOC1=CC=C(C(=O)O)C=C1)CCNS(=O)(=O)C1CC1 (4-[2-(1-benzhydryl-5-chloro-2-{2-[(cyclopropylsulfonyl)amino]ethyl}-1H-indol-3-yl)ethoxy]benzoic acid). Yield: 75.0%. Reaction SMILES: [NH2:1][CH2:2][CH2:3][C:4]1[N:5]([CH:27]([C:34]2[CH:39]=[CH:38][CH:37]=[CH:36][CH:35]=2)[C:28]2[CH:33]=[CH:32][CH:31]=[CH:30][CH:29]=2)[C:6]2[C:11]([C:12]=1[CH2:13][CH2:14][O:15][C:16]1[CH:25]=[CH:24][C:19]([C:20]([O:22]C)=[O:21])=[CH:18][CH:17]=1)=[CH:10][C:9]([Cl:26])=[CH:8][CH:7]=2.[CH:40]1([S:43](Cl)(=[O:45])=[O:44])[CH2:42][CH2:41]1>>[CH:27]([N:5]1[C:6]2[C:11](=[CH:10][C:9]([Cl:26])=[CH:8][CH:7]=2)[C:12]([CH2:13][CH2:14][O:15][C:16]2[CH:25]=[CH:24][C:19]([C:20]([OH:22])=[O:21])=[CH:18][CH:17]=2)=[C:4]1[CH2:3][CH2:2][NH:1][S:43]([CH:40]1[CH2:42][CH2:41]1)(=[O:45])=[O:44])([C:34]1[CH:39]=[CH:38][CH:37]=[CH:36][CH:35]=1)[C:28]1[CH:29]=[CH:30][CH:31]=[CH:32][CH:33]=1. Procedure: To the methyl 4-{2-[2-(2-aminoethyl)-1-benzhydryl-5-chloro-1H-indol-3-yl]ethoxy}benzoate (Step 5, Example 1)was added cyclopropanesulfonyl chloride according to the procedure in Example 1 Step 7 to generate the product in 75% yield. Reactants: O1CCOC2=C1C=CC(=C2)SC2=C(C(=C(C=C2)\C=C\C(=O)N2CCC(CC2)C(=O)OCC)Cl)Cl ((Benzodioxan-6-yl)[2,3-dichloro-4-(E-((4-carboethoxypiperidin-1-yl) carbonyl)ethenyl)phenyl]sulfide), [OH-].[K+] (KOH), [OH-].[Na+] (NaOH). The solvent is CCOCC (Et2O). The product is O1CCOC2=C1C=CC(=C2)SC2=C(C(=C(C=C2)\C=C\C(=O)N2CCC(CC2)C(=O)O)Cl)Cl ((Benzodioxan-6-yl)[2,3-dichloro-4-(E-((4-carboxypiperidin-1-yl)carbonyl)ethenyl) phenyl]sulfide). As a reaction SMILES: [O:1]1[C:6]2[CH:7]=[CH:8][C:9]([S:11][C:12]3[CH:17]=[CH:16][C:15](/[CH:18]=[CH:19]/[C:20]([N:22]4[CH2:27][CH2:26][CH:25]([C:28]([O:30]CC)=[O:29])[CH2:24][CH2:23]4)=[O:21])=[C:14]([Cl:33])[C:13]=3[Cl:34])=[CH:10][C:5]=2[O:4][CH2:3][CH2:2]1.[OH-].[K+].[OH-].[Na+]>CCOCC>[O:1]1[C:6]2[CH:7]=[CH:8][C:9]([S:11][C:12]3[CH:17]=[CH:16][C:15](/[CH:18]=[CH:19]/[C:20]([N:22]4[CH2:27][CH2:26][CH:25]([C:28]([OH:30])=[O:29])[CH2:24][CH2:23]4)=[O:21])=[C:14]([Cl:33])[C:13]=3[Cl:34])=[CH:10][C:5]=2[O:4][CH2:3][CH2:2]1 |f:1.2,3.4|. Procedure: The title compound was prepared by the procedures described in Example 155, substituting the ethyl ester from Example 137 with the ethyl ester from Example 328, and KOH with NaOH, to produce a white solid. 1H NMR (d6-DMSO, 300 MHz) δ 1.33-1.55 (m, 2H), 1.62-1.78 (m, 2H), 1.93-2.07 (m, 1H), 2.90 (brt, J=10.5 Hz, 1H), 3.16 (brt, J=10.5 Hz, 1H), 3.96 (br d, J=13.5 Hz, 1H), 4.09 (br d, J=13.5 Hz, 1H), 4.26-4.42 (m, 4H), 6.60 (d, J=9.0 Hz, 1H), 7.04-7.08 (m, 2H), 7.13 (d, J=1.5 Hz, 1H), 7.22 (d, J=15... Yields the product N#Cc1ccnc(OCc2nc3cc(Cl)ccc3s2)c1. Starting materials: ClCc1nc2cc(Cl)ccc2s1, [I-], [K+], [K+], [Na+], O=C([O-])[O-], CN(C)C=O, O, N#Cc1ccnc(O)c1. Reaction SMILES: [Cl:18][c:19]1[cH:20][cH:21][c:22]2[c:23]([n:24][c:25]([CH2:27][Cl:28])[s:26]2)[cH:29]1.[I-:16].[K+:10].[K+:11].[Na+:17].[O-:12][C:13]([O-:14])=[O:15].[O:30]=[CH:31][N:32]([CH3:33])[CH3:34].[OH2:35].[OH:1][c:2]1[n:3][cH:4][cH:5][c:6]([C:8]#[N:9])[cH:7]1>>[O:1]([c:2]1[n:3][cH:4][cH:5][c:6]([C:8]#[N:9])[cH:7]1)[CH2:27][c:25]1[n:24][c:23]2[c:22]([cH:21][cH:20][c:19]([Cl:18])[cH:29]2)[s:26]1. The reactants are C1(=CC=CC=C1)C1=CC=C(C=NOCCO)C=C1 (2-(4-phenylbenzylideneaminooxy)ethanol), N(=NC(=O)OCC)C(=O)OCC (diethyl azodicarboxylate), OC1=CC=C(CC2C(N(C(S2)=O)C(C2=CC=CC=C2)(C2=CC=CC=C2)C2=CC=CC=C2)=O)C=C1 (5-(4-hydroxybenzyl)-3-tritylthiazolidine-2,4-dione), C1(=CC=CC=C1)P(C1=CC=CC=C1)C1=CC=CC=C1 (triphenylphosphine). The product is C1(=CC=CC=C1)C1=CC=C(C=NOCCOC2=CC=C(CC3C(N(C(S3)=O)C(C3=CC=CC=C3)(C3=CC=CC=C3)C3=CC=CC=C3)=O)C=C2)C=C1 (5-{4-[2-(4-Phenylbenzylideneaminooxy)ethoxy]-benzyl}-3-tritylthiazolidine-2,4-dione). Isolated yield 86.3%. Reaction SMILES: [C:1]1([C:7]2[CH:18]=[CH:17][C:10]([CH:11]=[N:12][O:13][CH2:14][CH2:15][OH:16])=[CH:9][CH:8]=2)[CH:6]=[CH:5][CH:4]=[CH:3][CH:2]=1.O[C:20]1[CH:52]=[CH:51][C:23]([CH2:24][CH:25]2[S:29][C:28](=[O:30])[N:27]([C:31]([C:44]3[CH:49]=[CH:48][CH:47]=[CH:46][CH:45]=3)([C:38]3[CH:43]=[CH:42][CH:41]=[CH:40][CH:39]=3)[C:32]3[CH:37]=[CH:36][CH:35]=[CH:34][CH:33]=3)[C:26]2=[O:50])=[CH:22][CH:21]=1.C1(P(C2C=CC=CC=2)C2C=CC=CC=2)C=CC=CC=1.N(C(OCC)=O)=NC(OCC)=O>>[C:1]1([C:7]2[CH:18]=[CH:17][C:10]([CH:11]=[N:12][O:13][CH2:14][CH2:15][O:16][C:20]3[CH:52]=[CH:51][C:23]([CH2:24][CH:25]4[S:29][C:28](=[O:30])[N:27]([C:31]([C:44]5[CH:49]=[CH:48][CH:47]=[CH:46][CH:45]=5)([C:38]5[CH:39]=[CH:40][CH:41]=[CH:42][CH:43]=5)[C:32]5[CH:37]=[CH:36][CH:35]=[CH:34][CH:33]=5)[C:26]4=[O:50])=[CH:22][CH:21]=3)=[CH:9][CH:8]=2)[CH:2]=[CH:3][CH:4]=[CH:5][CH:6]=1. Procedure: Following a procedure similar to that described in Example 1(a), but using 483 mg of 2-(4-phenylbenzylideneaminooxy)ethanol (prepared as described in Preparation 9), 716 mg of 5-(4-hydroxybenzyl)-3-tritylthiazolidine-2,4-dione, 525 mg of triphenylphosphine and 348 mg of diethyl azodicarboxylate, 914 mg of the title compound were obtained as a crystalline powder, melting at 157-159° C. The reactants are BrC=1C=C(C=C(C1F)Br)NC(OC)=O (methyl (3,5-dibromo-4-fluorophenyl)carbamate), C[Si](C)(C)[N-][Si](C)(C)C.[Na+] (sodium bis(trimethylsilyl)amide), ClCC1=CC=C(C=C1)OC (1-(chloromethyl)-4-methoxybenzene). Solvent: CN(C)C=O (DMF). Reaction conditions: time 30 minute. Yields the product BrC=1C=C(C=C(C1F)Br)N(C(OC)=O)CC1=CC=C(C=C1)OC (methyl (3,5-dibromo-4-fluorophenyl)(4-methoxybenzyl)carbamate). The yield is 90.1%. RXN SMILES: [Br:1][C:2]1[CH:3]=[C:4]([NH:10][C:11](=[O:14])[O:12][CH3:13])[CH:5]=[C:6]([Br:9])[C:7]=1[F:8].C[Si]([N-][Si](C)(C)C)(C)C.[Na+].Cl[CH2:26][C:27]1[CH:32]=[CH:31][C:30]([O:33][CH3:34])=[CH:29][CH:28]=1>CN(C=O)C>[Br:1][C:2]1[CH:3]=[C:4]([N:10]([CH2:26][C:27]2[CH:32]=[CH:31][C:30]([O:33][CH3:34])=[CH:29][CH:28]=2)[C:11](=[O:14])[O:12][CH3:13])[CH:5]=[C:6]([Br:9])[C:7]=1[F:8] |f:1.2|. Reported procedure: A stirred solution of methyl (3,5-dibromo-4-fluorophenyl)carbamate (0.82 g, 2.508 mmol) in DMF (20 mL) was treated with sodium bis(trimethylsilyl)amide (3.01 mL, 3.01 mmol), stirred at room temperature for 30 minutes, then 1-(chloromethyl)-4-methoxybenzene (0.410 mL, 3.01 mmol) was added, stirred at 70° C. for two hours. The reaction mixture was partitioned between NH4Cl solution and EtOAc. The organic layer was washed with NaHCO3 solution (2×), then brine, then dried over MgSO4, filtered and ev... Reactants: CN(C)CC1=CNC2=C1C=CC=C2OCC3=CC=CC=C3 (7-benzyloxy gramine), [OH-].[Na+] (NaOH), [N+](=O)([O-])C(C)C (2-nitropropane), [N+](=O)([O-])C(C)C (2-nitropropane). Solvent: CCOCC (Ether). Conditions: time 29 hour. The product is CC(CC1=CNC2=C(C=CC=C12)OCC1=CC=CC=C1)(C)[N+](=O)[O-] (3-(2-methyl-2-nitropropyl)-7-(benzyloxy)indole). Isolated yield 92.1%. Reaction SMILES: CN([CH2:4][C:5]1[C:9]2[CH:10]=[CH:11][CH:12]=[C:13]([O:14][CH2:15][C:16]3[CH:21]=[CH:20][CH:19]=[CH:18][CH:17]=3)[C:8]=2[NH:7][CH:6]=1)C.[OH-].[Na+].[N+:24]([CH:27]([CH3:29])[CH3:28])([O-:26])=[O:25]>CCOCC>[CH3:28][C:27]([N+:24]([O-:26])=[O:25])([CH3:29])[CH2:4][C:5]1[C:9]2[C:8](=[C:13]([O:14][CH2:15][C:16]3[CH:17]=[CH:18][CH:19]=[CH:20][CH:21]=3)[CH:12]=[CH:11][CH:10]=2)[NH:7][CH:6]=1 |f:1.2|. Procedure: A mixture of 7-benzyloxy gramine (1.99 g, 7.10 mmol), solid NaOH (298 mg, 7.22 mmol) and 2-nitropropane (4.5 mL, 50 mmol) is heated to reflux. After 10 minutes at reflux, a thick slurry developed which is difficult to stir. Gas evolution is observed, and an additional 1 mL of 2-nitropropane is added to loosen the mixture. After 29 hours, the mixture is allowed to cool to ambient temperature. Ether (30 mL) is added and the mixture is filtered. The filtrate is treated with 10% acetic acid (6 mL), ... Starting materials: [BH4-], CO, O=C(c1c[nH]nc1-c1ccccc1)C(CCN1CCC(O)(c2ccccc2)CC1)c1ccc(Cl)c(Cl)c1, [Na+]. The product is OC(c1c[nH]nc1-c1ccccc1)C(CCN1CCC(O)(c2ccccc2)CC1)c1ccc(Cl)c(Cl)c1. RXN SMILES: [BH4-:38].[CH3:40][OH:41].[Cl:1][c:2]1[cH:3][c:4]([CH:9]([C:10](=[O:11])[c:12]2[c:13](-[c:17]3[cH:18][cH:19][cH:20][cH:21][cH:22]3)[n:14][nH:15][cH:16]2)[CH2:23][CH2:24][N:25]2[CH2:26][CH2:27][C:28]([c:31]3[cH:32][cH:33][cH:34][cH:35][cH:36]3)([OH:37])[CH2:29][CH2:30]2)[cH:5][cH:6][c:7]1[Cl:8].[Na+:39]>>[Cl:1][c:2]1[cH:3][c:4]([CH:9]([CH:10]([OH:11])[c:12]2[c:13](-[c:17]3[cH:18][cH:19][cH:20][cH:21][cH:22]3)[n:14][nH:15][cH:16]2)[CH2:23][CH2:24][N:25]2[CH2:26][CH2:27][C:28]([c:31]3[cH:32][cH:33][cH:34][cH:35][cH:36]3)([OH:37])[CH2:29][CH2:30]2)[cH:5][cH:6][c:7]1[Cl:8]. Starting materials: COC(C=1C=CC(=C(N)C1)OCCN1CCOCC1)OC (5-dimethoxymethyl-2-(2-morpholinoethoxy)aniline), CS(=O)(=O)Cl (methanesulfonyl chloride), N1=CC=CC=C1 (pyridine), Cl (hydrochloric acid), C(O)([O-])=O.[Na+] (sodium hydrogencarbonate). The solvent is ClCCl (dichloromethane). Reaction conditions: time 10 hour. The product is CS(=O)(=O)NC=1C=C(C=O)C=CC1OCCN1CCOCC1 (3-methanesulfonylamino-4-(2-morpholinoethoxy)benzaldehyde). Isolated yield 93.7%. Reaction SMILES: C[O:2][CH:3](OC)[C:4]1[CH:5]=[CH:6][C:7]([O:11][CH2:12][CH2:13][N:14]2[CH2:19][CH2:18][O:17][CH2:16][CH2:15]2)=[C:8]([CH:10]=1)[NH2:9].[CH3:22][S:23](Cl)(=[O:25])=[O:24].N1C=CC=CC=1.Cl.C(=O)([O-])O.[Na+]>ClCCl>[CH3:22][S:23]([NH:9][C:8]1[CH:10]=[C:4]([CH:5]=[CH:6][C:7]=1[O:11][CH2:12][CH2:13][N:14]1[CH2:19][CH2:18][O:17][CH2:16][CH2:15]1)[CH:3]=[O:2])(=[O:25])=[O:24] |f:4.5|. Procedure details: A solution of 5-dimethoxymethyl-2-(2-morpholinoethoxy)aniline obtained in Step 3 (0.27 g, 0.91 mmol) in dichloromethane (2.00 mL) was added with methanesulfonyl chloride (0.11 mL, 1.42 mmol) and pyridine (0.50 mL, 6.18 mmol), followed by stirring at room temperature for 10 hours. The reaction mixture was added with hydrochloric acid (3 mol/L, 3.00 mL), was stirred at room temperature for 20 minutes, was neutralized with a saturated aqueous sodium hydrogencarbonate solution (50 ml) and was extrac...